From a dataset of the Open Reaction Database (ORD), a public repository of structured organic reaction records. describe an organic reaction: reactants, conditions, products, and yield The reactants are COC1=C(SC(=C1OC)C(=O)O)C(=O)O (3,4-Dimethoxy-2,5-thiophenedicarboxylic acid), ice water. Reagents/catalysts: [Cu] (copper). Run in CS(=O)C (DMSO). Run at time 30 minute. The product is C1OC2=CSC=C2OC1 (3,4-ethylenedioxythiophene). The yield is 89.4%. RXN SMILES: [CH3:1][O:2][C:3]1[C:7]([O:8][CH3:9])=[C:6](C(O)=O)[S:5][C:4]=1C(O)=O>[Cu].CS(C)=O>[CH2:1]1[CH2:9][O:8][C:7]2[C:3](=[CH:4][S:5][CH:6]=2)[O:2]1. Procedure details: 3,4-Dimethoxy-2,5-thiophenedicarboxylic acid (232 g) and copper powder (23 g) were added to DMSO (650 g) at room temperature. The reaction mixture was stirred under oxygen atmosphere for 30 minutes at room temperature and then heated at 120° C. for 7 hours. The reaction mixture was then poured into ice water (500 mL), and the crude product was extracted with ethyl acetate. After drying over anhydrous sodium sulfate, the solvent was removed by evaporation. The residue was vacuum-distilled at 50 m... Starting materials: Cl.N1CCC(CC1)OC1=CC(=C(C(=O)N2CCC(CC2)N2C(CCC3=CC=CC=C23)=O)C=C1)OC (1-(1-(4-(4-Piperidinyloxy)-2-methoxybenzoyl)piperidin-4-yl)-3,4-dihydro-2(1H)-quinolinone hydrochloride), CN(C)C=O (DMF), ClCC#N (chloroacetonitrile). The solvent is C([O-])([O-])=O.[K+].[K+] (potassium carbonate). Conditions: temperature 0 celsius, time 4 hour. Product: N1C(CCC2=CC=CC=C12)=O (3,4-dihydro-2(1H)-quinolinone). Reaction SMILES: Cl.N1CCC(OC2C=CC(C(N3CCC([N:21]4[C:30]5[C:25](=[CH:26][CH:27]=[CH:28][CH:29]=5)[CH2:24][CH2:23][C:22]4=[O:31])CC3)=O)=C(OC)C=2)CC1.CN(C=O)C.ClCC#N>C(=O)([O-])[O-].[K+].[K+]>[NH:21]1[C:30]2[C:25](=[CH:26][CH:27]=[CH:28][CH:29]=2)[CH2:24][CH2:23][C:22]1=[O:31] |f:0.1,4.5.6|. Procedure details: 1-(1-(4-(4-Piperidinyloxy)-2-methoxybenzoyl)piperidin-4-yl)-3,4-dihydro-2(1H)-quinolinone hydrochloride from Example 190 (500 mg, 1.00 mmole) was dissolved in 7 ml of dry DMF containing 303 mg (2.19 mmole) of potassium carbonate. The suspension was cooled to 0° C. and 90 gL (1.42 mmole) of chloroacetonitrile was added neat with stirring. The cooling bath was removed after 10 minutes and the reaction was continued at room temperature for 4 hr. All volatiles were rotoevaporated and the residue was... Reported procedure: 3-Chloro-N-(5-hydroxy-6-hydroxymethyl-4-oxo-4H-pyran-2-ylmethyl)-benzenesulfonamide (9-05) (7.3 g, 47.50%) was synthesized as a white solid from 3-chloro-N-(5-hydroxy-4-oxo-4H-pyran-2-ylmethyl)-benzenesulfonamide (8-05) (14.0 g, 44.44 mmol) following the procedure described for N-(5-hydroxy-6-hydroxymethyl-4-oxo-4H-pyran-2-ylmethyl)-benzenesulfonamide (9-01). The reactants are ClC=1C=C(C=CC1)S(=O)(=O)NCC=1OC=C(C(C1)=O)O (3-Chloro-N-(5-hydroxy-4-oxo-4H-pyran-2-ylmethyl)-benzenesulfonamide), OC=1C(C=C(OC1CO)CNS(=O)(=O)C1=CC=CC=C1)=O (N-(5-hydroxy-6-hydroxymethyl-4-oxo-4H-pyran-2-ylmethyl)-benzene sulfonamide). Isolated yield 47.5%. Product: ClC=1C=C(C=CC1)S(=O)(=O)NCC=1OC(=C(C(C1)=O)O)CO (3-Chloro-N-(5-hydroxy-6-hydroxymethyl-4-oxo-4H-pyran-2-ylmethyl)-benzenesulfonamide). RXN SMILES: [Cl:1][C:2]1[CH:3]=[C:4]([S:8]([NH:11][CH2:12][C:13]2[O:14][CH:15]=[C:16]([OH:20])[C:17](=[O:19])[CH:18]=2)(=[O:10])=[O:9])[CH:5]=[CH:6][CH:7]=1.[OH:21][C:22]1C(=O)C=C(CNS(C2C=CC=CC=2)(=O)=O)OC=1CO>>[Cl:1][C:2]1[CH:3]=[C:4]([S:8]([NH:11][CH2:12][C:13]2[O:14][C:15]([CH2:22][OH:21])=[C:16]([OH:20])[C:17](=[O:19])[CH:18]=2)(=[O:10])=[O:9])[CH:5]=[CH:6][CH:7]=1.